This data is from the Open Reaction Database (ORD), a public repository of structured organic reaction records. The task is: describe an organic reaction: reactants, conditions, products, and yield Starting materials: COC(C1=CC=C(C=C1)C1C(C2=NNC(C=3C=CC=C(C23)N1)=O)C1=CC=CC=C1)OC (8-(4-(Dimethoxymethyl)phenyl)-9-phenyl-8,9-dihydro-2H-pyrido[4,3,2-de]phthalazin-3(7H)-one), C([O-])([O-])=O.[K+].[K+] (potassium carbonate). Run in Cl (hydrochloric acid). Conditions: time 2 hour. Product: O=C1NN=C2C=3C(=CC=CC13)NC(C2C2=CC=CC=C2)C2=CC=C(C=O)C=C2 (4-(3-oxo-9-phenyl-3,7,8,9-tetrahydro-2H-pyrido[4,3,2-de]phthalazin-8-yl)benzaldehyde). Yield: 73.0%. RXN SMILES: C[O:2][CH:3](OC)[C:4]1[CH:9]=[CH:8][C:7]([CH:10]2[NH:22][C:20]3[C:21]4[C:12](=[N:13][NH:14][C:15](=[O:23])[C:16]=4[CH:17]=[CH:18][CH:19]=3)[CH:11]2[C:24]2[CH:29]=[CH:28][CH:27]=[CH:26][CH:25]=2)=[CH:6][CH:5]=1.C(=O)([O-])[O-].[K+].[K+]>Cl>[O:23]=[C:15]1[C:16]2[CH:17]=[CH:18][CH:19]=[C:20]3[NH:22][CH:10]([C:7]4[CH:6]=[CH:5][C:4]([CH:3]=[O:2])=[CH:9][CH:8]=4)[CH:11]([C:24]4[CH:29]=[CH:28][CH:27]=[CH:26][CH:25]=4)[C:12]([C:21]=23)=[N:13][NH:14]1 |f:1.2.3|. Reported procedure: 8-(4-(Dimethoxymethyl)phenyl)-9-phenyl-8,9-dihydro-2H-pyrido[4,3,2-de]phthalazin-3(7H)-one (89 mg, 0.22 mmol) and 20 ml of 3 N hydrochloric acid were added and the mixture was stirred at room temperature for 2 h. The resulting mixture was neutralized with potassium carbonate and then filtered to give 4-(3-oxo-9-phenyl-3,7,8,9-tetrahydro-2H-pyrido[4,3,2-de]phthalazin-8-yl)benzaldehyde (59, yield 73%). LC-MS (ESI) m/z: 368. Starting materials: NC(CS(=O)(=O)C1=CC=CC=C1)=NNC(C1=CN=CC=C1)=O (nicotinic acid (1-amino-2-benzenesulfonyl-ethylidene)-hydrazide). Run in C(C)O (ethanol). Run at time 8 hour. Product: C1(=CC=CC=C1)S(=O)(=O)CC=1N=C(NN1)C=1C=NC=CC1 (3-(5-benzenesulfonylmethyl-2H-[1,2,4]triazol-3-yl)-pyridine). RXN SMILES: [NH2:1][C:2](=[N:13][NH:14][C:15](=O)[C:16]1[CH:21]=[CH:20][CH:19]=[N:18][CH:17]=1)[CH2:3][S:4]([C:7]1[CH:12]=[CH:11][CH:10]=[CH:9][CH:8]=1)(=[O:6])=[O:5]>C(O)C>[C:7]1([S:4]([CH2:3][C:2]2[N:1]=[C:15]([C:16]3[CH:17]=[N:18][CH:19]=[CH:20][CH:21]=3)[NH:14][N:13]=2)(=[O:6])=[O:5])[CH:12]=[CH:11][CH:10]=[CH:9][CH:8]=1. Procedure: 15.0 g (0.047 mol) nicotinic acid (1-amino-2-benzenesulfonyl-ethylidene)-hydrazide were heated at 220° C. for 20 minutes. The molten mass was then cooled, dissolved in 100 ml hot ethanol and stirred overnight at room temperature. The precipitated crystals were filtered off and dried to yield 13.6 g (96%)) 3-(5-benzenesulfonylmethyl-2H-[1,2,4]triazol-3-yl)-pyridine as white solid, MS m/e (%): 300 (M+, 8), 236(99), 159 (100), 105(43), 77(35).